This data is from the Open Reaction Database (ORD), a public repository of structured organic reaction records. The task is: describe an organic reaction: reactants, conditions, products, and yield Starting materials: CC(C)(C)OC(=O)CCCCCCCCCCCCCCC(=O)O, CC(C)(C)OC(=O)c1cc(N)cc(C(=O)O)c1, C(=NC1CCCCC1)=NC1CCCCC1, CCN(C(C)C)C(C)C, ClCCl, On1nnc2cccnc21. Product: CC(C)(C)OC(=O)CCCCCCCCCCCCCCC(=O)Nc1cc(C(=O)O)cc(C(=O)OC(C)(C)C)c1. Reaction SMILES: [C:1]([CH3:2])([CH3:3])([CH3:4])[O:5][C:6]([CH2:7][CH2:8][CH2:9][CH2:10][CH2:11][CH2:12][CH2:13][CH2:14][CH2:15][CH2:16][CH2:17][CH2:18][CH2:19][CH2:20][C:21](=[O:22])[OH:23])=[O:24].[C:50]([CH3:51])([CH3:52])([CH3:53])[O:54][C:55]([c:56]1[cH:57][c:58]([C:59](=[O:60])[OH:61])[cH:62][c:63]([NH2:65])[cH:64]1)=[O:66].[CH:35]1([N:36]=[C:37]=[N:38][CH:39]2[CH2:40][CH2:41][CH2:42][CH2:43][CH2:44]2)[CH2:45][CH2:46][CH2:47][CH2:48][CH2:49]1.[CH:67]([N:68]([CH2:69][CH3:70])[CH:71]([CH3:72])[CH3:73])([CH3:74])[CH3:75].[Cl:76][CH2:77][Cl:78].[OH:25][n:26]1[c:27]2[n:28][cH:29][cH:30][cH:31][c:32]2[n:33][n:34]1>>[C:1]([CH3:2])([CH3:3])([CH3:4])[O:5][C:6]([CH2:7][CH2:8][CH2:9][CH2:10][CH2:11][CH2:12][CH2:13][CH2:14][CH2:15][CH2:16][CH2:17][CH2:18][CH2:19][CH2:20][C:21](=[O:23])[NH:65][c:63]1[cH:62][c:58]([C:59](=[O:60])[OH:61])[cH:57][c:56]([C:55]([O:54][C:50]([CH3:51])([CH3:52])[CH3:53])=[O:66])[cH:64]1)=[O:24]. The reactants are C(C=C)#N (acrylonitrile), O (water), [Li+].C(C)OP(=O)(OCC)CS(=O)(=O)[O-] (diethoxyphosphinylmethanesulfonate lithium salt), C(CCC)[Li] (n-butyl lithium). Run in C1CCOC1 (THF), C(C)(=O)O (acetic acid), O1CCCC1 (tetrahydrofuran). Product: [Li+].C(#N)CCC(S(=O)(=O)[O-])P(=O)(OCC)OCC (3-cyano-1-diethoxyphosphinylpropanesulfonic acid lithium salt). RXN SMILES: [Li+].[CH2:2]([O:4][P:5]([CH2:10][S:11]([O-:14])(=[O:13])=[O:12])([O:7][CH2:8][CH3:9])=[O:6])[CH3:3].C([Li:19])CCC.[C:20](#[N:23])[CH:21]=[CH2:22].O>O1CCCC1.C(O)(=O)C>[Li+:19].[C:20]([CH2:21][CH2:22][CH:10]([P:5]([O:7][CH2:8][CH3:9])([O:4][CH2:2][CH3:3])=[O:6])[S:11]([O-:14])(=[O:13])=[O:12])#[N:23] |f:0.1,7.8|. Procedure: A suspension of 2.38 g (0.01 mole) of diethoxyphosphinylmethanesulfonate lithium salt (Carretero, et al.; Tetrahedron, 43, 5125 (1987)) in 50 ml of anhydrous tetrahydrofuran is stirred in a -40° bath under a dry nitrogen atmosphere. To this is added n-butyl lithium (4.4 ml of 2.5M solution in hexanes; 0.011 mole) via syringe over 5 minutes. The reaction mixture is allowed to warm to -15° and is stirred at this temperature for about one hour. To it is then added rapidly a solution of 0.53 g (0.01... The reactants are C(C=C)OC([C@@H](NC(=O)OC(C)(C)C)C(C)C)=O (N-(tert-Butyloxycarbonyl)-L-valine allyl ester), ice, Br (HBr). Run in C(Cl)(Cl)Cl (CHCl3), C(Cl)(Cl)Cl (CHCl3). Run at temperature -20 celsius, time 15 minute. Product: C(C=C)OC([C@@H](N)C(C)C)=O (L-Valine allyl ester). Yield: 99.6%. RXN SMILES: Br.[CH2:2]([O:5][C:6](=[O:19])[C@H:7]([CH:16]([CH3:18])[CH3:17])[NH:8]C(OC(C)(C)C)=O)[CH:3]=[CH2:4]>C(Cl)(Cl)Cl>[CH2:2]([O:5][C:6](=[O:19])[C@H:7]([CH:16]([CH3:17])[CH3:18])[NH2:8])[CH:3]=[CH2:4]. Reported procedure: A solution of 100 mL CHCl3 /10% MeOH saturated at -20° C. with HBr gas was cooled to -78° C. To this solution was added N-(tert-Butyloxycarbonyl)-L-valine allyl ester (5.10 g, 19.8 mmol) dissolved in 10 mL CHCl3. The mixture was warmed to -20° C., stirred 15 min then poured into ice cold saturated NaHCO3 (300 mL). The organic phase was separated. The aqueous phase was washed with 50 mL of CHCl3. The organic phases were combined, dried over Na2 SO4, concentrated to afford 3.10 g (99%) of the titl... Reactants: ClC1=CC(N(C(N1C1=CC(=CC=C1)C(F)(F)F)=O)C)=O (6-chloro-3-methyl-1-(3-(trifluoromethyl)phenyl)pyrimidin-2,4(1H,3H)-dione), C(C)(C)[Mg]Cl (isopropylmagnesium chloride), Cl (hydrochloric acid). Reagents/catalysts: C/C(=C/C(=O)C)/[O-].C/C(=C/C(=O)C)/[O-].C/C(=C/C(=O)C)/[O-].[Fe+3] (iron(III) acetylacetonate). The solvent is C1CCOC1 (THF), CN1C(CCC1)=O (N-methylpyrrolidone). Yields the product C(C)(C)C1=CC(N(C(N1C1=CC(=CC=C1)C(F)(F)F)=O)C)=O (6-isopropyl-3-methyl-1-(3-(trifluoromethyl)phenyl)pyrimidin-2,4(1H,3H)-dione). RXN SMILES: Cl[C:2]1[N:7]([C:8]2[CH:13]=[CH:12][CH:11]=[C:10]([C:14]([F:17])([F:16])[F:15])[CH:9]=2)[C:6](=[O:18])[N:5]([CH3:19])[C:4](=[O:20])[CH:3]=1.[CH:21]([Mg]Cl)([CH3:23])[CH3:22].Cl>C1COCC1.CN1CCCC1=O.C/C(/[O-])=C/C(C)=O.C/C(/[O-])=C/C(C)=O.C/C(/[O-])=C/C(C)=O.[Fe+3]>[CH:21]([C:2]1[N:7]([C:8]2[CH:13]=[CH:12][CH:11]=[C:10]([C:14]([F:17])([F:16])[F:15])[CH:9]=2)[C:6](=[O:18])[N:5]([CH3:19])[C:4](=[O:20])[CH:3]=1)([CH3:23])[CH3:22] |f:5.6.7.8|. Procedure details: To a mixed solution of 6-chloro-3-methyl-1-(3-(trifluoromethyl)phenyl)pyrimidin-2,4(1H,3H)-dione (prepared in Reference Example 56) (149 mg) in THF (5 ml) and N-methylpyrrolidone (0.5 ml) were added under nitrogen atmosphere iron(III) acetylacetonate (26 mg) and isopropylmagnesium chloride (2M THF solution, 1 ml), and the resulting mixture was stirred at room temperature for two and a half hours. The reaction solutions were added to 1N hydrochloric acid, and the resulting mixture was extracted w... Starting materials: N1(CCC1)S(=O)(=O)N (azetidine-1-sulfonamide), C12(CC3CC(CC(C1)C3)C2)COC2=CC(=C(C(=O)O)C=C2I)F (4-(adamantan-1-ylmethoxy)-2-fluoro-5-iodobenzoic acid), C1(CCCC1)COC1=CC(=C(C(=O)O)C=C1C1CC1)F (4-(cyclopentylmethoxy)-5-cyclopropyl-2-fluorobenzoic acid), C1(CC1)S(=O)(=O)N (cyclopropane-sulfonamide). The solvent is C(C)OCC (diethyl ether). The product is C1(CCCC1)COC1=CC(=C(C(=O)NS(=O)(=O)C2CC2)C=C1C1CC1)F (4-(cyclopentylmethoxy)-5-cyclopropyl-N-(cyclopropylsulfonyl)-2-fluorobenzamide), solid. Isolated yield 12.0%. As a reaction SMILES: C12(COC3C(I)=CC(C(O)=O)=C(F)C=3)CC3CC(CC(C3)C1)C2.[CH:24]1([CH2:29][O:30][C:31]2[C:39]([CH:40]3[CH2:42][CH2:41]3)=[CH:38][C:34]([C:35]([OH:37])=O)=[C:33]([F:43])[CH:32]=2)[CH2:28][CH2:27][CH2:26][CH2:25]1.N1(S(N)(=O)=O)CCC1.[CH:52]1([S:55]([NH2:58])(=[O:57])=[O:56])[CH2:54][CH2:53]1>C(OCC)C>[CH:24]1([CH2:29][O:30][C:31]2[C:39]([CH:40]3[CH2:42][CH2:41]3)=[CH:38][C:34]([C:35]([NH:58][S:55]([CH:52]3[CH2:54][CH2:53]3)(=[O:57])=[O:56])=[O:37])=[C:33]([F:43])[CH:32]=2)[CH2:25][CH2:26][CH2:27][CH2:28]1. Procedure details: Following the procedure as described in Example 299 Step 2 and making variations as required to replace 4-(adamantan-1-ylmethoxy)-2-fluoro-5-iodobenzoic acid with 4-(cyclopentylmethoxy)-5-cyclopropyl-2-fluorobenzoic acid and to replace azetidine-1-sulfonamide with cyclopropane-sulfonamide, the title compound was obtained as a colorless solid (0.039 g, 12%) after trituration in diethyl ether followed by trituration in methanol: 1H NMR (300 MHz, DMSO-d6) δ 11.81 (br s, 1H), 7.12 (d, J=8.3 Hz, 1H),... Reactants: N[C@@H](C)C(=O)[C@H]1[C@@](O[C@@H]([C@H]([C@@H]1O)O)CO)(N(C(CCCCCCC\C=C/CCCCCCCC)=O)CCCCCCCCCCCCCC)N (N-(2-L-alanyl-amino-2-deoxy-β-D-glucopyranosyl)-N-tetradecyl-oleamide), C(C)(C)(C)OC(=O)NCC(=O)NCC(=O)O (N-tert-butyloxycarbonyl-glycyl-glycine). Solvent: O1CCCC1 (tetrahydrofuran). Product: C(C)(C)(C)OC(=O)NCC(=O)NCC(=O)N[C@@H](C)C(=O)[C@H]1[C@@](O[C@@H]([C@H]([C@@H]1O)O)CO)(N(C(CCCCCCC\C=C/CCCCCCCC)=O)CCCCCCCCCCCCCC)N (N-[2-(N-tert-Butyloxycarbonyl-glycyl-glycyl-L-alanyl)-amino-2-deoxy-β-D-glucopyranosyl]-N-tetradecyl-oleamide). Yield: 56.0%. Reaction SMILES: [NH2:1][C@H:2]([C:4]([C@@H:6]1[C@@H:11]([OH:12])[C@H:10]([OH:13])[C@@H:9]([CH2:14][OH:15])[O:8][C@@:7]1([NH2:50])[N:16]([CH2:36][CH2:37][CH2:38][CH2:39][CH2:40][CH2:41][CH2:42][CH2:43][CH2:44][CH2:45][CH2:46][CH2:47][CH2:48][CH3:49])[C:17](=[O:35])[CH2:18][CH2:19][CH2:20][CH2:21][CH2:22][CH2:23][CH2:24]/[CH:25]=[CH:26]\[CH2:27][CH2:28][CH2:29][CH2:30][CH2:31][CH2:32][CH2:33][CH3:34])=[O:5])[CH3:3].[C:51]([O:55][C:56]([NH:58][CH2:59][C:60]([NH:62][CH2:63][C:64](O)=[O:65])=[O:61])=[O:57])([CH3:54])([CH3:53])[CH3:52]>O1CCCC1>[C:51]([O:55][C:56]([NH:58][CH2:59][C:60]([NH:62][CH2:63][C:64]([NH:1][C@H:2]([C:4]([C@@H:6]1[C@@H:11]([OH:12])[C@H:10]([OH:13])[C@@H:9]([CH2:14][OH:15])[O:8][C@@:7]1([NH2:50])[N:16]([CH2:36][CH2:37][CH2:38][CH2:39][CH2:40][CH2:41][CH2:42][CH2:43][CH2:44][CH2:45][CH2:46][CH2:47][CH2:48][CH3:49])[C:17](=[O:35])[CH2:18][CH2:19][CH2:20][CH2:21][CH2:22][CH2:23][CH2:24]/[CH:25]=[CH:26]\[CH2:27][CH2:28][CH2:29][CH2:30][CH2:31][CH2:32][CH2:33][CH3:34])=[O:5])[CH3:3])=[O:65])=[O:61])=[O:57])([CH3:54])([CH3:53])[CH3:52]. Procedure: from N-(2-L-alanyl-amino-2-deoxy-β-D-glucopyranosyl)-N-tetradecyl-oleamide and N-tert-butyloxycarbonyl-glycyl-glycine. Yield 56%. [α]D =+8.5° (c=0.82, tetrahydrofuran). Starting materials: ClC1=C(C(=CC(=N1)NC(=O)C1(CC1)C1=CC2=C(OC(O2)(F)F)C=C1)C)C (N-(6-chloro-4,5-dimethylpyridin-2-yl)-1-(2,2-difluorobenzo[d][1,3]dioxol-5-yl)cyclopropanecarboxamide), COC1=NC=C(C(=C1)C)B(O)O (2-methoxy-4-methylpyridin-5-ylboronic acid), C(=O)([O-])[O-].[Na+].[Na+] (Na2CO3). The reagents and catalysts are C=1C=CC(=CC1)[P](C=2C=CC=CC2)(C=3C=CC=CC3)[Pd]([P](C=4C=CC=CC4)(C=5C=CC=CC5)C=6C=CC=CC6)([P](C=7C=CC=CC7)(C=8C=CC=CC8)C=9C=CC=CC9)[P](C=1C=CC=CC1)(C=1C=CC=CC1)C=1C=CC=CC1 (Pd(PPh3)4). Run in COCCOC (DME). Conditions: temperature 120 celsius. The product is FC1(OC2=C(O1)C=CC(=C2)C2(CC2)C(=O)NC2=CC(=C(C(=N2)C=2C=NC(=CC2C)OC)C)C)F (1-(2,2-difluorobenzo[d][1,3]dioxol-5-yl)-N-(6′-methoxy-3,4,4′-trimethyl-2,3′-bipyridin-6-yl)cyclopropanecarboxamide). Isolated yield 63.9%. Reaction SMILES: Cl[C:2]1[N:7]=[C:6]([NH:8][C:9]([C:11]2([C:14]3[CH:24]=[CH:23][C:17]4[O:18][C:19]([F:22])([F:21])[O:20][C:16]=4[CH:15]=3)[CH2:13][CH2:12]2)=[O:10])[CH:5]=[C:4]([CH3:25])[C:3]=1[CH3:26].[CH3:27][O:28][C:29]1[CH:34]=[C:33]([CH3:35])[C:32](B(O)O)=[CH:31][N:30]=1.C([O-])([O-])=O.[Na+].[Na+]>COCCOC.C1C=CC([P]([Pd]([P](C2C=CC=CC=2)(C2C=CC=CC=2)C2C=CC=CC=2)([P](C2C=CC=CC=2)(C2C=CC=CC=2)C2C=CC=CC=2)[P](C2C=CC=CC=2)(C2C=CC=CC=2)C2C=CC=CC=2)(C2C=CC=CC=2)C2C=CC=CC=2)=CC=1>[F:21][C:19]1([F:22])[O:18][C:17]2[CH:23]=[CH:24][C:14]([C:11]3([C:9]([NH:8][C:6]4[N:7]=[C:2]([C:32]5[CH:31]=[N:30][C:29]([O:28][CH3:27])=[CH:34][C:33]=5[CH3:35])[C:3]([CH3:26])=[C:4]([CH3:25])[CH:5]=4)=[O:10])[CH2:13][CH2:12]3)=[CH:15][C:16]=2[O:20]1 |f:2.3.4,^1:54,56,75,94|. Procedure: To a mixture of N-(6-chloro-4,5-dimethylpyridin-2-yl)-1-(2,2-difluorobenzo[d][1,3]dioxol-5-yl)cyclopropanecarboxamide (25 mg, 0.067 mmol) and 2-methoxy-4-methylpyridin-5-ylboronic acid (21 mg, 0.1 mmol) in DME (0.7 mL) and Na2CO3 (2M, 0.065 mL, 0.13 mmol) was added Pd(PPh3)4 (4 mg, 0.003 mmol). The mixture was heated in microwave oven at 120° C. for 30 min. The reaction was re-partitioned between EtOAc and H2O and the aqueous layer was extracted with EtOAc twice. The combined organic layers were...